This data is from the Open Reaction Database (ORD), a public repository of structured organic reaction records. The task is: describe an organic reaction: reactants, conditions, products, and yield Starting materials: C(C)OC1=C(C=CC=C1)C(C#CC=1N=C(SC1)C1CCN(CC1)C(CN1N=C(C=C1C)C(F)(F)F)=O)=O (1-(2-Ethoxyphenyl)-3-[2-(1-{[5-methyl-3-(trifluoromethyl)-1H-pyrazol-1-yl]acetyl}piperidin-4-yl)-1,3-thiazol-4-yl]prop-2-yn-1-one). Reagents/catalysts: [Pd] (Pd/C). Solvent: CO (methanol). Product: C(C)OC1=C(C=CC=C1)C(CCC=1N=C(SC1)C1CCN(CC1)C(CN1N=C(C=C1C)C(F)(F)F)=O)=O (1-(2-Ethoxyphenyl)-3-[2-(1-{[5-methyl-3-(trifluoromethyl)-1H-pyrazol-1-yl]acetyl}piperidin-4-yl)-1,3-thiazol-4-yl]propan-1-one). As a reaction SMILES: [CH2:1]([O:3][C:4]1[CH:9]=[CH:8][CH:7]=[CH:6][C:5]=1[C:10](=[O:37])[C:11]#[C:12][C:13]1[N:14]=[C:15]([CH:18]2[CH2:23][CH2:22][N:21]([C:24](=[O:36])[CH2:25][N:26]3[C:30]([CH3:31])=[CH:29][C:28]([C:32]([F:35])([F:34])[F:33])=[N:27]3)[CH2:20][CH2:19]2)[S:16][CH:17]=1)[CH3:2]>CO.[Pd]>[CH2:1]([O:3][C:4]1[CH:9]=[CH:8][CH:7]=[CH:6][C:5]=1[C:10](=[O:37])[CH2:11][CH2:12][C:13]1[N:14]=[C:15]([CH:18]2[CH2:23][CH2:22][N:21]([C:24](=[O:36])[CH2:25][N:26]3[C:30]([CH3:31])=[CH:29][C:28]([C:32]([F:33])([F:35])[F:34])=[N:27]3)[CH2:20][CH2:19]2)[S:16][CH:17]=1)[CH3:2]. Procedure details: 1-(2-Ethoxyphenyl)-3-[2-(1-{[5-methyl-3-(trifluoromethyl)-1H-pyrazol-1-yl]acetyl}piperidin-4-yl)-1,3-thiazol-4-yl]prop-2-yn-1-one (130 mg) was dissolved in methanol and hydrogenated at 40° C. and an H2 pressure of 10 bar and in the presence of Pd/C (10%). This gave, after filtration and removal of the solvent under reduced pressure, 1-(2-ethoxyphenyl)-3-[2-(1-{[5-methyl-3-(trifluoromethyl)-1H-pyrazol-1-yl]acetyl}piperidin-4-yl)-1,3-thiazol-4-yl]propan-1-one (40 mg). Reactants: C1(=CC=CC=C1)C1=CC(=NC=C1)C(=O)N (4-phenylpicolinamide), P(O)(O)(O)=O (phosphoric acid), O (water). Run in C1(=CC=CC=C1)C (toluene). Product: C1(=CC=CC=C1)C1=CC(=NC=C1)CO (4-phenyl-2-pyridylcarbinol). The yield is 71.0%. Reaction SMILES: [C:1]1([C:7]2[CH:12]=[CH:11][N:10]=[C:9]([C:13](N)=[O:14])[CH:8]=2)[CH:6]=[CH:5][CH:4]=[CH:3][CH:2]=1.P(=O)(O)(O)O.O>C1(C)C=CC=CC=1>[C:1]1([C:7]2[CH:12]=[CH:11][N:10]=[C:9]([CH2:13][OH:14])[CH:8]=2)[CH:2]=[CH:3][CH:4]=[CH:5][CH:6]=1. Procedure: The procedure of Example 1 was used except that the catholyte was prepared from the following weight parts: 4-phenylpicolinamide (0.3), phosphoric acid (0.9), water (2.0), and toluene (0.8). The reduction was carried out similarly to Example 1 to give a 71% yield of 4-phenyl-2-pyridylcarbinol at 5.8 F/mole charge passage. Repeating the reduction with no toluene added gave a 49% yield of carbinol at 6 F/mole charge passage. Addition of a titanium salt to the catholyte containing added toluene res...